Dataset: the Open Reaction Database (ORD), a public repository of structured organic reaction records. Task: describe an organic reaction: reactants, conditions, products, and yield Reactants: O1[C@@H](C[C@@H]2N1C1=C(CC3=C2C=CC=C3)C=CC=C1)CN1C(C3=CC=CC=C3C1=O)=O ((±)-cis-2-[(2,3,3a,8-tetrahydrodibenz[c,f]isoxazolo[2,3-a]azepin-2-yl)methyl]-1H-isoindole-1,3(2H)-dione), O.NN (hydrazine hydrate). Run in C(C)O (ethanol). Reaction conditions: temperature 80 celsius, time 4 hour. The product is O1[C@@H](C[C@@H]2N1C1=C(CC3=C2C=CC=C3)C=CC=C1)CN ((±)-cis-2,3,3a,8-tetrahydrodibenz[c,f]isoxazolo-[2,3-a]azepine-2-methanamine). Yield: 22.3%. As a reaction SMILES: [O:1]1[N:5]2[C:6]3[CH:18]=[CH:17][CH:16]=[CH:15][C:7]=3[CH2:8][C:9]3[CH:14]=[CH:13][CH:12]=[CH:11][C:10]=3[C@@H:4]2[CH2:3][C@H:2]1[CH2:19][N:20]1C(=O)C2C(=CC=CC=2)C1=O.O.NN>C(O)C>[O:1]1[N:5]2[C:6]3[CH:18]=[CH:17][CH:16]=[CH:15][C:7]=3[CH2:8][C:9]3[CH:14]=[CH:13][CH:12]=[CH:11][C:10]=3[C@@H:4]2[CH2:3][C@H:2]1[CH2:19][NH2:20] |f:1.2|. Reported procedure: A mixture of (±)-cis-2-[(2,3,3a,8-tetrahydrodibenz[c,f]isoxazolo[2,3-a]azepin-2-yl)methyl]-1H-isoindole-1,3(2H)-dione (4 g), prepared following the procedure of example 1, and hydrazine hydrate (0.5 ml) in ethanol (80 ml) was stirred at 80° C. for 4 hours. The precipitate was filtered off and purified by open column chromatography over silica gel (eluent: CH2Cl2 /2-propanone 8/2). The pure fractions were collected and evaporated. The residue (1.6 g) was convened into the oxalic acid salt (1:1) i...